This data is from the Open Reaction Database (ORD), a public repository of structured organic reaction records. The task is: describe an organic reaction: reactants, conditions, products, and yield The reactants are C(C1=CC=CC=C1)OC1=C(CNC(OC(C)(C)C)=O)C=CC(=C1)F (tert-butyl 2-(benzyloxy)-4-fluorobenzylcarbamate), [H][H] (hydrogen). The reagents and catalysts are [Pd] (Pd/C). Solvent: CCO (EtOH), C(C)(=O)OCC (ethyl acetate). Product: FC1=CC(=C(CNC(OC(C)(C)C)=O)C=C1)O (Tert-butyl 4-fluoro-2-hydroxybenzylcarbamate). Isolated yield 101.3%. Reaction SMILES: C([O:8][C:9]1[CH:23]=[C:22]([F:24])[CH:21]=[CH:20][C:10]=1[CH2:11][NH:12][C:13](=[O:19])[O:14][C:15]([CH3:18])([CH3:17])[CH3:16])C1C=CC=CC=1.[H][H]>CCO.C(OCC)(=O)C.[Pd]>[F:24][C:22]1[CH:21]=[CH:20][C:10]([CH2:11][NH:12][C:13](=[O:19])[O:14][C:15]([CH3:18])([CH3:17])[CH3:16])=[C:9]([OH:8])[CH:23]=1. Procedure: A solution of tert-butyl 2-(benzyloxy)-4-fluorobenzylcarbamate (Example 14; 9 mmol) in EtOH (80 ml) and ethyl acetate (240 ml) was treated with 1 atm of hydrogen at 25° C. over 10% Pd/C (0.4 gr) for 24 hours. The catalyst was removed by filtration through celite, washed with EtOH and the filtrate was concentrated to afford the title compound (2.2 g) as a yellow solid. Starting materials: ClC1=CC=C(C=N1)CN1C(NCC1)=CC#N (2-(1-((6-chloropyridin-3-yl)methyl)imidazolidin-2-ylidene)acetonitrile), C(CCC=O)=O (succinaldehyde), Cl (HCl). The solvent is C(C)#N (acetonitrile). Yields the product ClC1=CC=C(C=N1)CN1CCN2C1=C(C1CCC2O1)C#N (1-((6-chloropyridin-3-yl)methyl)-2,3,5,6,7,8-hexahydro-1H-5,8-epoxyimidazo[1,2-a]azepine-9-carbonitrile). Yield: 66.0%. RXN SMILES: [Cl:1][C:2]1[N:7]=[CH:6][C:5]([CH2:8][N:9]2[CH2:13][CH2:12][NH:11][C:10]2=[CH:14][C:15]#[N:16])=[CH:4][CH:3]=1.[CH:17](=[O:22])[CH2:18][CH2:19][CH:20]=O.Cl>C(#N)C>[Cl:1][C:2]1[N:7]=[CH:6][C:5]([CH2:8][N:9]2[C:10]3=[C:14]([C:15]#[N:16])[CH:20]4[O:22][CH:17]([N:11]3[CH2:12][CH2:13]2)[CH2:18][CH2:19]4)=[CH:4][CH:3]=1. Procedure details: To a 50 ml round bottom flask was added 1.17 g (0.005 mol) 2-(1-((6-chloropyridin-3-yl)methyl)imidazolidin-2-ylidene)acetonitrile, 30 ml dry acetonitrile and 0.860 g (0.01 mol) succinaldehyde and catalytic concentrated HCl. The reaction was stirred at r.t. and monitored by TLC. After completion, the mixture was evaporated to remove solvent and purified by column chromatography to afford final product as faint yellow powder with 66% yield.